Dataset: the Open Reaction Database (ORD), a public repository of structured organic reaction records. Task: describe an organic reaction: reactants, conditions, products, and yield Starting materials: CC(OCC1(c2ccc(F)cc2)CCN(C(=O)OC(C)(C)C)CC1)c1cc(Br)cc2c(Br)n[nH]c12, CO, O=C(O)C(F)(F)F. The product is CC(OCC1(c2ccc(F)cc2)CCNCC1)c1cc(Br)cc2c(Br)n[nH]c12. RXN SMILES: [Br:1][c:2]1[n:3][nH:4][c:5]2[c:6]([CH:12]([CH3:13])[O:14][CH2:15][C:16]3([c:29]4[cH:30][cH:31][c:32]([F:35])[cH:33][cH:34]4)[CH2:17][CH2:18][N:19]([C:22]([O:23][C:24]([CH3:25])([CH3:26])[CH3:27])=[O:28])[CH2:20][CH2:21]3)[cH:7][c:8]([Br:11])[cH:9][c:10]12.[CH3:43][OH:44].[OH:36][C:37]([C:38]([F:39])([F:40])[F:41])=[O:42]>>[Br:1][c:2]1[n:3][nH:4][c:5]2[c:6]([CH:12]([CH3:13])[O:14][CH2:15][C:16]3([c:29]4[cH:30][cH:31][c:32]([F:35])[cH:33][cH:34]4)[CH2:17][CH2:18][NH:19][CH2:20][CH2:21]3)[cH:7][c:8]([Br:11])[cH:9][c:10]12.